From a dataset of the Open Reaction Database (ORD), a public repository of structured organic reaction records. describe an organic reaction: reactants, conditions, products, and yield The reactants are BrC=1C=CC(=NC1)NN (5-bromo-2-hydrazinopyridine), C(CC(C)C)(=O)Cl (isovaleryl chloride). Run in CCCCCCC (heptane). Run at time 15 minute. Yields the product BrC=1C=CC=2N(C1)C(=NN2)CC(C)C (6-Bromo-3-isobutyl-1,2,4-triazolo[4,3-a]pyridine). Isolated yield 67.7%. Reaction SMILES: [Br:1][C:2]1[CH:3]=[CH:4][C:5]([NH:8][NH2:9])=[N:6][CH:7]=1.[C:10](Cl)(=O)[CH2:11][CH:12]([CH3:14])[CH3:13]>CCCCCCC>[Br:1][C:2]1[CH:3]=[CH:4][C:5]2[N:6]([C:10]([CH2:11][CH:12]([CH3:14])[CH3:13])=[N:9][N:8]=2)[CH:7]=1. Reported procedure: A mixture of 5-bromo-2-hydrazinopyridine (1.00 g, 5.00 mmol; Frontier) and isovaleryl chloride (5.50 mL, 45.1 mmol) was heated at reflux for about 3 h. The reaction was cooled to ambient temperature then heptane (5 mL) was added and the reaction was stirred for about 15 min. The mixture was filtered, washing with additional heptane, and suspended in water/DCM (1:1, 20 mL) then added 1N NaOH (3.5 mL). This mixture was stirred for about 15 min. The layers were separated and the aqueous layer was e... Starting materials: NCC1=CC=C(OC2=CC=C(C=C2)C2=NN(C3=NC=NC(=C32)N)[C@@H]3CC[C@@H](CC3)N3CCN(CC3)C)C=C1 (Cis-3-{4-[4-(aminomethyl)phenoxy]phenyl}-1-[4-(4-methylpiperazino)cyclohexyl]-1H-pyrazolo[3,4-d]pyrimidin-4-amine), CS(=O)(=O)Cl (methanesulfonyl chloride). The solvent is N1=CC=CC=C1 (pyridine). Run at time 20 hour. Product: C(C)(=O)O.NC1=C2C(=NC=N1)N(N=C2C2=CC=C(OC1=CC=C(CNS(=O)(=O)C)C=C1)C=C2)[C@@H]2CC[C@@H](CC2)N2CCN(CC2)C (cis N-[4-(4-{4-amino-1-[4-(4-methylpiperazino)cyclohexyl]-1H-pyrazolo[3,4-d]pyrimidin-3-yl}phenoxy)benzyl]methanesulfonamide acetate). The yield is 34.0%. RXN SMILES: [NH2:1][CH2:2][C:3]1[CH:38]=[CH:37][C:6]([O:7][C:8]2[CH:13]=[CH:12][C:11]([C:14]3[C:22]4[C:17](=[N:18][CH:19]=[N:20][C:21]=4[NH2:23])[N:16]([C@H:24]4[CH2:29][CH2:28][C@@H:27]([N:30]5[CH2:35][CH2:34][N:33]([CH3:36])[CH2:32][CH2:31]5)[CH2:26][CH2:25]4)[N:15]=3)=[CH:10][CH:9]=2)=[CH:5][CH:4]=1.[CH3:39][S:40](Cl)(=[O:42])=[O:41]>N1C=CC=CC=1>[C:6]([OH:41])(=[O:7])[CH3:37].[NH2:23][C:21]1[N:20]=[CH:19][N:18]=[C:17]2[N:16]([C@H:24]3[CH2:29][CH2:28][C@@H:27]([N:30]4[CH2:35][CH2:34][N:33]([CH3:36])[CH2:32][CH2:31]4)[CH2:26][CH2:25]3)[N:15]=[C:14]([C:11]3[CH:12]=[CH:13][C:8]([O:7][C:6]4[CH:5]=[CH:4][C:3]([CH2:2][NH:1][S:40]([CH3:39])(=[O:42])=[O:41])=[CH:38][CH:37]=4)=[CH:9][CH:10]=3)[C:22]=12 |f:3.4|. Procedure: Cis-3-{4-[4-(aminomethyl)phenoxy]phenyl}-1-[4-(4-methylpiperazino)cyclohexyl]-1H-pyrazolo[3,4-d]pyrimidin-4-amine (0.051 g, 0.0001 mol) was dissolved in anhydrous pyridine (1 mL), methanesulfonyl chloride (0.011 g, 0.0001 mol) was added and the resulting solution was stirred at ambient temperature for 20 hours. The solvent was removed under reduced pressure and the resulting residue purified by preparative HPLC (Hypersil C18, 8 μm, 25 cm; 10-60% acetonitrile—0.1M ammonium acetate over 25 min, 21...